This data is from the Open Reaction Database (ORD), a public repository of structured organic reaction records. The task is: describe an organic reaction: reactants, conditions, products, and yield Yields the product CC(F)(F)c1cccc(N)c1. Starting materials: CO, CC(F)(F)c1cccc([N+](=O)[O-])c1. Reaction SMILES: [CH3:14][OH:15].[F:1][C:2]([CH3:3])([F:4])[c:5]1[cH:6][c:7]([N+:11]([O-:12])=[O:13])[cH:8][cH:9][cH:10]1>>[F:1][C:2]([CH3:3])([F:4])[c:5]1[cH:6][c:7]([NH2:11])[cH:8][cH:9][cH:10]1. Starting materials: COC=1C=C(CN2C(C(CC2)(CC2=CC=C(C=C2)F)CCCN2CCC(CC2)NC2=NC3=C(N2)C=CC=C3)=O)C=C(C1OC)OC (1-(3,4,5-trimethoxybenzyl)-3-(3-(4-(1H-benzimidazol-2-yl-amino)piperidin-1-yl)propyl)-3-(4-fluorophenylmethyl)-2-oxopyrrolidine), CS(=O)(=O)O (methanesulfonic acid), C(C)(=O)OCC (ethyl acetate). Solvent: C(C)OCC (diethyl ether). Run at time 1 hour. Yields the product CS(=O)(=O)O.COC=1C=C(CN2C(C(CC2)(CC2=CC=C(C=C2)F)CCCN2CCC(CC2)NC2=NC3=C(N2)C=CC=C3)=O)C=C(C1OC)OC (1-(3,4,5-trimethoxybenzyl)-3-(3-(4-(1H-benzimidazol-2-yl-amino)piperidin-1-yl)propyl)-3-(4-fluorophenylmethyl)-2-oxopyrrolidine Methanesulfonic Acid Salt). Reaction SMILES: [CH3:1][O:2][C:3]1[CH:4]=[C:5]([CH:40]=[C:41]([O:45][CH3:46])[C:42]=1[O:43][CH3:44])[CH2:6][N:7]1[CH2:11][CH2:10][C:9]([CH2:20][CH2:21][CH2:22][N:23]2[CH2:28][CH2:27][CH:26]([NH:29][C:30]3[NH:34][C:33]4[CH:35]=[CH:36][CH:37]=[CH:38][C:32]=4[N:31]=3)[CH2:25][CH2:24]2)([CH2:12][C:13]2[CH:18]=[CH:17][C:16]([F:19])=[CH:15][CH:14]=2)[C:8]1=[O:39].[CH3:47][S:48]([OH:51])(=[O:50])=[O:49].C(OCC)(=O)C>C(OCC)C>[CH3:47][S:48]([OH:51])(=[O:50])=[O:49].[CH3:46][O:45][C:41]1[CH:40]=[C:5]([CH:4]=[C:3]([O:2][CH3:1])[C:42]=1[O:43][CH3:44])[CH2:6][N:7]1[CH2:11][CH2:10][C:9]([CH2:20][CH2:21][CH2:22][N:23]2[CH2:28][CH2:27][CH:26]([NH:29][C:30]3[NH:31][C:32]4[CH:38]=[CH:37][CH:36]=[CH:35][C:33]=4[N:34]=3)[CH2:25][CH2:24]2)([CH2:12][C:13]2[CH:18]=[CH:17][C:16]([F:19])=[CH:15][CH:14]=2)[C:8]1=[O:39] |f:4.5|. Reported procedure: Combine 1-(3,4,5-trimethoxybenzyl)-3-(3-(4-(1H-benzimidazol-2-yl-amino)piperidin-1-yl)propyl)-3-(4-fluorophenylmethyl)-2-oxopyrrolidine (0.37 g, 0.56 mmol), methanesulfonic acid (0.17 g, 1.8 mmol), and ethyl acetate (10 mL). Heat to reflux. After 1 hour, cool to ambient temperature and add diethyl ether (75 mL). After 12 hour, collect the solid that forms and add diethyl ether (80 mL) and stir. After 12 hours, decant the solvent and collect the solid, rinse with diethyl ether and dry in vacuo to... Starting materials: CC1NC(CC2=CC=CC=C12)C (1,3-dimethyl-1,2,3,4-tetrahydroisoquinoline), [OH-].[Na+] (sodium hydroxide), C(Cl)Cl (methylene chloride), ClC(C(=O)Cl)Cl (dichloro-acetyl chloride). The solvent is O (water). The product is ClC(C(=O)N1C(C2=CC=CC=C2CC1C)C)Cl (2-(Dichloroacetyl)-1,3-dimethyl-1,2,3,4-tetrahydroisoquinoline). Reaction SMILES: [CH3:1][CH:2]1[C:11]2[C:6](=[CH:7][CH:8]=[CH:9][CH:10]=2)[CH2:5][CH:4]([CH3:12])[NH:3]1.[OH-].[Na+].C(Cl)Cl.[Cl:18][CH:19]([Cl:23])[C:20](Cl)=[O:21]>O>[Cl:18][CH:19]([Cl:23])[C:20]([N:3]1[CH:4]([CH3:12])[CH2:5][C:6]2[C:11](=[CH:10][CH:9]=[CH:8][CH:7]=2)[CH:2]1[CH3:1])=[O:21] |f:1.2|. Reported procedure: A reaction vessel was charged with acetonitrile which was held under a nitrogen blanket. With the reaction vessel cooled in an ice bath, stannic chloride was added gradually below the surface of the acetonitrile with stirring over a period of 2 hours 20 minutes. During the addition period, the temperature of the reaction mixture varied between 3° C. and 39° C. The mixture was allowed to stand overnight at room temperature. With the reaction mixture at 22° C., α-methylphenethyl chloride was added... Starting materials: N[C@@H](C(=O)N1CCC(CC1)C1=C(C=CC=C1)NS(=O)(=O)C)CC1=CC=C(C=C1)Cl ((2R)-2-amino-3-(4-chlorophenyl)-1-(4-{2-[(methylsulfonyl)-amino]phenyl}piperidyl)propan-1-one), C1=CC2=C(N=C1)N(N=N2)O (HOAT), C(CCl)Cl (EDC), CCN(C(C)C)C(C)C (DIEA), C(=O)(OC(C)(C)C)N1CCC(CC1)CC(=O)O (N-Boc-4-piperidineacetic acid). The solvent is CN(C)C=O (DMF). Yields the product ClC1=CC=C(C=C1)C[C@H](C(=O)N1CCC(CC1)C1=C(C=CC=C1)NS(=O)(=O)C)NC(=O)CC1CCN(CC1)C(=O)OC(C)(C)C (tert-Butyl 4-({N-[(1R)-1-[(4-chlorophenyl)methyl]-2-(4-{2-[(methylsulfonyl)-amino]phenyl}piperidyl)-2-oxoethyl]carbamoyl}methyl)-piperidinecarboxylate). Yield: 66.7%. As a reaction SMILES: [NH2:1][C@H:2]([CH2:22][C:23]1[CH:28]=[CH:27][C:26]([Cl:29])=[CH:25][CH:24]=1)[C:3]([N:5]1[CH2:10][CH2:9][CH:8]([C:11]2[CH:16]=[CH:15][CH:14]=[CH:13][C:12]=2[NH:17][S:18]([CH3:21])(=[O:20])=[O:19])[CH2:7][CH2:6]1)=[O:4].CCN(C(C)C)C(C)C.[C:39]([N:46]1[CH2:51][CH2:50][CH:49]([CH2:52][C:53](O)=[O:54])[CH2:48][CH2:47]1)([O:41][C:42]([CH3:45])([CH3:44])[CH3:43])=[O:40].C1C=NC2N(O)N=NC=2C=1.C(Cl)CCl>CN(C=O)C>[Cl:29][C:26]1[CH:25]=[CH:24][C:23]([CH2:22][C@@H:2]([NH:1][C:53]([CH2:52][CH:49]2[CH2:48][CH2:47][N:46]([C:39]([O:41][C:42]([CH3:45])([CH3:44])[CH3:43])=[O:40])[CH2:51][CH2:50]2)=[O:54])[C:3]([N:5]2[CH2:10][CH2:9][CH:8]([C:11]3[CH:16]=[CH:15][CH:14]=[CH:13][C:12]=3[NH:17][S:18]([CH3:21])(=[O:19])=[O:20])[CH2:7][CH2:6]2)=[O:4])=[CH:28][CH:27]=1. Procedure details: The title compound was prepared according to the procedure described in Example 1, Step (f) using (2R)-2-amino-3-(4-chlorophenyl)-1-(4-{2-[(methylsulfonyl)-amino]phenyl}piperidyl)propan-1-one (Example 1, Step g) (471 mg, 1.0 mmol), DIEA (Aldrich) (0.20 mL, 1.0 mmol), N-Boc-4-piperidineacetic acid (AstaTech, Inc.) (365 mg, 1.5 mmol), HOAT (Aldrich) (232 mg, 1.70 mmol) and EDC (Aldrich) (544 mg, 2.84 mmol) in DMF (10 mL). Purification by silica gel chromatography (100% EtOAc) provided the title co... As a reaction SMILES: [Cl:40][CH2:41][Cl:42].[Na+:39].[OH-:38].[OH2:37].[OH:30][C:31]([C:32]([F:33])([F:34])[F:35])=[O:36].[n:1]1[c:2](-[c:7]2[n:8][o:9][c:10]([CH2:12][CH2:13][C:14](=[O:15])[NH:16][CH:17]3[CH2:18][CH2:19][N:20]([C:23]([O:24][C:25]([CH3:26])([CH3:27])[CH3:28])=[O:29])[CH2:21][CH2:22]3)[n:11]2)[cH:3][cH:4][cH:5][cH:6]1>>[n:1]1[c:2](-[c:7]2[n:8][o:9][c:10]([CH2:12][CH2:13][C:14](=[O:15])[NH:16][CH:17]3[CH2:18][CH2:19][NH:20][CH2:21][CH2:22]3)[n:11]2)[cH:3][cH:4][cH:5][cH:6]1. Product: O=C(CCc1nc(-c2ccccn2)no1)NC1CCNCC1. The reactants are ClCCl, [Na+], [OH-], O, O=C(O)C(F)(F)F, CC(C)(C)OC(=O)N1CCC(NC(=O)CCc2nc(-c3ccccn3)no2)CC1.